Task: describe an organic reaction: reactants, conditions, products, and yield. Dataset: the Open Reaction Database (ORD), a public repository of structured organic reaction records Reactants: C(C)OC=1C=C(C=CC1OCC)C=1SC=C(N1)C=1C=C(C(=O)[O-])C(=CC1)NC(C)=O.[K+] (potassium 3-[2-(3,4-diethoxyphenyl)thiazole-4-yl]-6-acetylaminobenzoate). The solvent is O (water), [OH-].[K+] (potassium hydroxide). Yields the product C(C)OC=1C=C(C=CC1OCC)C=1SC=C(N1)C1=CC(=C(C=C1)N)C(=O)O (2-(3,4-diethoxyphenyl)-4-(3-carboxy-4-aminophenyl)thiazole). The yield is 20.3%. As a reaction SMILES: [CH2:1]([O:3][C:4]1[CH:5]=[C:6]([C:13]2[S:14][CH:15]=[C:16]([C:18]3[CH:19]=[C:20]([C:24]([NH:27]C(=O)C)=[CH:25][CH:26]=3)[C:21]([O-:23])=[O:22])[N:17]=2)[CH:7]=[CH:8][C:9]=1[O:10][CH2:11][CH3:12])[CH3:2].[K+]>O.[OH-].[K+]>[CH2:1]([O:3][C:4]1[CH:5]=[C:6]([C:13]2[S:14][CH:15]=[C:16]([C:18]3[CH:26]=[CH:25][C:24]([NH2:27])=[C:20]([C:21]([OH:23])=[O:22])[CH:19]=3)[N:17]=2)[CH:7]=[CH:8][C:9]=1[O:10][CH2:11][CH3:12])[CH3:2] |f:0.1,3.4|. Procedure details: A solution of 1 g of potassium 3-[2-(3,4-diethoxyphenyl)thiazole-4-yl]-6-acetylaminobenzoate in 50 ml of water and 10 ml of 30% potassium hydroxide was refluxed for 8 hours with heating. After the completion of a reaction, the solvent was removed by distillation. The residue was made weakly acidic with 10% hydrochloric acid and extracted with 80 ml of ethyl acetate. The extract was washed with 20 ml of a saturated aqueous sodium chloride solution, dried and subjected to distillation to remove th...